From a dataset of the Open Reaction Database (ORD), a public repository of structured organic reaction records. describe an organic reaction: reactants, conditions, products, and yield Starting materials: ClC1=CC(=C(C=2C(C[C@H](CCC21)NC(C)=O)O)OC)[N+](=O)[O-] (N-((S)-4-Chloro-9-(R,S)-hydroxy-1-methoxy-2-nitro-6,7,8,9-tetrahydro-5H-benzocyclohepten-7-yl)-acetamide), Cl (Hydrogen Chloride), [OH-].[Na+] (NaOH). Solvent: O (Water). Run at temperature 95 celsius. Yields the product ClC1=CC(=C(C=2C=C[C@H](CCC21)N)OC)[N+](=O)[O-] ((S)-4-Chloro-1-methoxy-2-nitro-6,7-dihydro-5H-benzocyclohepten-7-ylamine). Yield: 50.0%. Reaction SMILES: [Cl:1][C:2]1[C:12]2[CH2:11][CH2:10][C@H:9]([NH:13]C(=O)C)[CH2:8][CH:7](O)[C:6]=2[C:5]([O:18][CH3:19])=[C:4]([N+:20]([O-:22])=[O:21])[CH:3]=1.Cl.[OH-].[Na+]>O>[Cl:1][C:2]1[C:12]2[CH2:11][CH2:10][C@H:9]([NH2:13])[CH:8]=[CH:7][C:6]=2[C:5]([O:18][CH3:19])=[C:4]([N+:20]([O-:22])=[O:21])[CH:3]=1 |f:2.3|. Procedure: A mixture of the crude N-((S)-4-Chloro-9-(R,S)-hydroxy-1-methoxy-2-nitro-6,7,8,9-tetrahydro-5H-benzocyclohepten-7-yl)-acetamide and 6 M of Hydrogen Chloride in Water (15 mL) were warmed to 95° C. for 3 days. The reaction mixture was then cooled and treated slowly with 30% aqueous NaOH. When the pH proved >10, the reaction mixture was extracted with Et2O (3×). The organic phases were combined, dried over Na2SO4, filtered and concentrated under reduced pressure. The resulting residue was dissolved... The reactants are CSC1=C(C(=O)O)N2C(=O)C(NC(=O)OC(C)(C)C)C2CS1, Cl, C[N+](=O)[O-]. Yields the product Cl, CSC1=C(C(=O)O)N2C(=O)C(N)C2CS1. As a reaction SMILES: [CH3:1][C:2]([CH3:3])([O:4][C:5](=[O:6])[NH:7][CH:8]1[CH:9]2[CH2:10][S:11][C:12]([S:20][CH3:21])=[C:13]([C:17](=[O:18])[OH:19])[N:14]2[C:15]1=[O:16])[CH3:22].[ClH:23].[N+:24]([CH3:25])([O-:26])=[O:27]>>[ClH:23].[NH2:7][CH:8]1[CH:9]2[CH2:10][S:11][C:12]([S:20][CH3:21])=[C:13]([C:17](=[O:18])[OH:19])[N:14]2[C:15]1=[O:16].